Dataset: the Open Reaction Database (ORD), a public repository of structured organic reaction records. Task: describe an organic reaction: reactants, conditions, products, and yield Reactants: Brc1cnn(C2CCCC2)c1, O=C=O, C1CCOC1, [Li]CCCC. The product is O=C(O)c1cnn(C2CCCC2)c1. As a reaction SMILES: [Br:1][c:2]1[cH:3][n:4][n:5]([CH:7]2[CH2:8][CH2:9][CH2:10][CH2:11]2)[cH:6]1.[C:17](=[O:18])=[O:19].[CH2:20]1[O:21][CH2:22][CH2:23][CH2:24]1.[CH3:12][CH2:13][CH2:14][CH2:15][Li:16]>>[c:2]1([C:17](=[O:18])[OH:19])[cH:3][n:4][n:5]([CH:7]2[CH2:8][CH2:9][CH2:10][CH2:11]2)[cH:6]1. Starting materials: NC=1C(=CC(=C(C1)N1CCN(CC1)C(=O)OC(C)(C)C)Cl)[N+](=O)[O-] (tert-butyl 4-(5-amino-2-chloro-4-nitrophenyl)piperazine-1-carboxylate), ClCC1=CC=C(C(=O)Cl)C=C1 (4-(chloromethyl)benzoyl chloride), CCN(CC)P1(=NC(C)(C)C)N(CCCN1C)C (BEMP), CNC (dimethylamine). Reagents/catalysts: CN(C)C=1C=CN=CC1 (DMAP). The solvent is C(C)#N (acetonitrile), O (water). Reaction conditions: temperature 80 celsius. Product: ClC1=C(C=C(C(=C1)[N+](=O)[O-])NC(C1=CC=C(C=C1)CN(C)C)=O)N1CCN(CC1)C(=O)OC(C)(C)C (tert-butyl 4-(2-chloro-5-(4-((dimethylamino)methyl)benzamido)-4-nitrophenyl)piperazine-1-carboxylate). Isolated yield 58.9%. RXN SMILES: [NH2:1][C:2]1[C:3]([N+:22]([O-:24])=[O:23])=[CH:4][C:5]([Cl:21])=[C:6]([N:8]2[CH2:13][CH2:12][N:11]([C:14]([O:16][C:17]([CH3:20])([CH3:19])[CH3:18])=[O:15])[CH2:10][CH2:9]2)[CH:7]=1.Cl[CH2:26][C:27]1[CH:35]=[CH:34][C:30]([C:31](Cl)=[O:32])=[CH:29][CH:28]=1.C[CH2:37][N:38](P1(N(C)CCCN1C)=NC(C)(C)C)[CH2:39]C.CNC>CN(C1C=CN=CC=1)C.C(#N)C.O>[Cl:21][C:5]1[CH:4]=[C:3]([N+:22]([O-:24])=[O:23])[C:2]([NH:1][C:31](=[O:32])[C:30]2[CH:34]=[CH:35][C:27]([CH2:26][N:38]([CH3:39])[CH3:37])=[CH:28][CH:29]=2)=[CH:7][C:6]=1[N:8]1[CH2:9][CH2:10][N:11]([C:14]([O:16][C:17]([CH3:18])([CH3:19])[CH3:20])=[O:15])[CH2:12][CH2:13]1. Procedure: A mixture of tert-butyl 4-(5-amino-2-chloro-4-nitrophenyl)piperazine-1-carboxylate (100 mg, 0.280 mmol), 4-(chloromethyl)benzoyl chloride (106 mg, 0.561 mmol), BEMP (154 mg, 0.561 mmol), and DMAP (34 mg, 0.28 mmol) in acetonitrile (2 mL) was heated overnight at 80° C. Cooled down, treated with 0.5 ml of dimethylamine in water (40%) for 2 h. HPLC purification gave tert-butyl 4-(2-chloro-5-(4-((dimethylamino)methyl)benzamido)-4-nitrophenyl)piperazine-1-carboxylate (94 mg, 0.165 mmol). Reactants: COC(=O)C1=CSC(=C1)C=O (5-formyl-thiophene-3-carboxylic acid methyl ester), C(C(C)(C)C)[Mg]Cl (neopentyl magnesium chloride), O (H2O). Run in CCOCC (Et2O), CCOCC (Et2O). Conditions: time 15 minute. The product is COC(=O)C1=CSC(=C1)C(CC(C)(C)C)O ((±)-5-(1-hydroxy-3,3-dimethyl-butyl)-thiophene-3-carboxylic acid methyl ester). Isolated yield 44.1%. As a reaction SMILES: [CH3:1][O:2][C:3]([C:5]1[CH:9]=[C:8]([CH:10]=[O:11])[S:7][CH:6]=1)=[O:4].[CH2:12]([Mg]Cl)[C:13]([CH3:16])([CH3:15])[CH3:14].O>CCOCC>[CH3:1][O:2][C:3]([C:5]1[CH:9]=[C:8]([CH:10]([OH:11])[CH2:12][C:13]([CH3:16])([CH3:15])[CH3:14])[S:7][CH:6]=1)=[O:4]. Procedure details: A solution of 5-formyl-thiophene-3-carboxylic acid methyl ester (0.504 g, 2.96 mmol) in Et2O (30 mL) at 0° C. is treated with neopentyl magnesium chloride (7.1 mL, 0.5 M in Et2O, 3.6 mmol) and stirred for 15 min. Solution warmed to rt and additional Et2O (10 mL) added. The reaction mixture is stirred overnight at rt. after which it is poured into H2O (30 mL) and extracted with EtOAc (3×50 mL). Combined extracts washed with brine, dried over MgSO4, filtered, and concentrated. The residue is loade... Starting materials: [Br-], O=c1ccn2cc(Br)ccc2c1-c1c(F)cccc1F, C1CCOC1, CCOC(C)=O, Fc1ccc(C[Zn+])c(F)c1. Yields the product O=c1ccn2cc(Cc3ccc(F)cc3F)ccc2c1-c1c(F)cccc1F. RXN SMILES: [Br-:21].[Br:1][c:2]1[cH:3][n:4]2[cH:5][cH:6][c:7](=[O:20])[c:8](-[c:12]3[c:13]([F:19])[cH:14][cH:15][cH:16][c:17]3[F:18])[c:9]2[cH:10][cH:11]1.[CH2:32]1[O:33][CH2:34][CH2:35][CH2:36]1.[CH3:37][CH2:38][O:39][C:40](=[O:41])[CH3:42].[F:22][c:23]1[c:24]([CH2:25][Zn+:26])[cH:27][cH:28][c:29]([F:31])[cH:30]1>>[c:2]1([CH2:25][c:24]2[c:23]([F:22])[cH:30][c:29]([F:31])[cH:28][cH:27]2)[cH:3][n:4]2[cH:5][cH:6][c:7](=[O:20])[c:8](-[c:12]3[c:13]([F:19])[cH:14][cH:15][cH:16][c:17]3[F:18])[c:9]2[cH:10][cH:11]1. Starting materials: NS(=O)(=O)O (Sulfaminic acid), C(#N)N=C(N)N (dicyandiamide), O (water). Run at time 20 minute. The product is S(N)(O)(=O)=O.C(N)(=N)NC(=O)N (guanylurea sulfamate). The yield is 95.0%. As a reaction SMILES: [NH2:1][S:2]([OH:5])(=[O:4])=[O:3].[C:6]([N:8]=[C:9]([NH2:11])[NH2:10])#[N:7].[OH2:12]>>[S:2](=[O:4])(=[O:3])([OH:5])[NH2:1].[C:9]([NH:8][C:6]([NH2:7])=[O:12])(=[NH:11])[NH2:10] |f:3.4|. Procedure details: Sulfaminic acid (97 g) was added batchwise to a solution composed of 84 g dicyandiamide and 300 ml of water at 80° C. whereby the temperature was not permitted to exceed about 95° C. After addition was complete, the temperature was held at 95° C. for 20 minutes, after which the solution was evaporated using a water-jet vacuum. By this process 189 g (=95% of theoretical) guanylurea sulfamate was obtained. Starting materials: O=C(Nc1ccc(Cl)cc1)c1cc(Cl)ccc1NC(=O)c1scc(CCl)c1Cl, [Na], CN(C)C=O, c1c[nH]cn1. The product is O=C(Nc1ccc(Cl)cc1)c1cc(Cl)ccc1NC(=O)c1scc(Cn2ccnc2)c1Cl. As a reaction SMILES: [Cl:1][c:2]1[cH:3][cH:4][c:5]([NH:8][C:9]([c:10]2[c:11]([NH:17][C:18](=[O:19])[c:20]3[s:21][cH:22][c:23]([CH2:26][Cl:27])[c:24]3[Cl:25])[cH:12][cH:13][c:14]([Cl:16])[cH:15]2)=[O:28])[cH:6][cH:7]1.[Na:34].[O:35]=[CH:36][N:37]([CH3:38])[CH3:39].[nH:29]1[cH:30][n:31][cH:32][cH:33]1>>[Cl:1][c:2]1[cH:3][cH:4][c:5]([NH:8][C:9]([c:10]2[c:11]([NH:17][C:18](=[O:19])[c:20]3[s:21][cH:22][c:23]([CH2:26][n:29]4[cH:30][n:31][cH:32][cH:33]4)[c:24]3[Cl:25])[cH:12][cH:13][c:14]([Cl:16])[cH:15]2)=[O:28])[cH:6][cH:7]1.